This data is from the Open Reaction Database (ORD), a public repository of structured organic reaction records. The task is: describe an organic reaction: reactants, conditions, products, and yield The reactants are NC1[C@@H]2N(C(=C(CS2)CSC2=NN=NN2CC#C)C(=O)O)C1=O (7-amino-3-[1-(2-propynyl)-1H-tetrazol-5-yl]thiomethyl-3-cephem-4-carboxylic acid), C[Si](C)(C)CC(=O)N (trimethylsilylacetamide), C([O-])(O)=O.[Na+] (sodium bicarbonate), P(Cl)(Cl)(Cl)(Cl)Cl (phosphorus pentachloride), C(C)(C)(C)OC(=O)CON=C(C(=O)O)C1=NSC(=N1)N (2-tert-butoxycarbonylmethoxyimino-2-(5-amino-1,2,4-thiadiazol-3-yl)acetic acid). The solvent is C(Cl)Cl (methylene chloride), C(Cl)Cl (methylene chloride). Conditions: temperature -10 celsius, time 45 minute. The product is C(C)(C)(C)OC(=O)CON=C(C(=O)NC1[C@@H]2N(C(=C(CS2)CSC2=NN=NN2CC#C)C(=O)O)C1=O)C1=NSC(=N1)N (7-[2-tert-butoxycarbonylmethoxyimino-2-(5-amino-1,2,4-thiadiazol-3-yl)acetamido]-3-[1-(2-propynyl)-1H-tetrazol-5-yl]thiomethyl-3-cephem-4-carboxylic acid). The yield is 59.8%. RXN SMILES: P(Cl)(Cl)(Cl)(Cl)Cl.[C:7]([O:11][C:12]([CH2:14][O:15][N:16]=[C:17]([C:21]1[N:25]=[C:24]([NH2:26])[S:23][N:22]=1)[C:18]([OH:20])=O)=[O:13])([CH3:10])([CH3:9])[CH3:8].[NH2:27][CH:28]1[C:48](=[O:49])[N:30]2[C:31]([C:45]([OH:47])=[O:46])=[C:32]([CH2:35][S:36][C:37]3[N:41]([CH2:42][C:43]#[CH:44])[N:40]=[N:39][N:38]=3)[CH2:33][S:34][C@H:29]12.C[Si](CC(N)=O)(C)C.C(=O)(O)[O-].[Na+]>C(Cl)Cl>[C:7]([O:11][C:12]([CH2:14][O:15][N:16]=[C:17]([C:21]1[N:25]=[C:24]([NH2:26])[S:23][N:22]=1)[C:18]([NH:27][CH:28]1[C:48](=[O:49])[N:30]2[C:31]([C:45]([OH:47])=[O:46])=[C:32]([CH2:35][S:36][C:37]3[N:41]([CH2:42][C:43]#[CH:44])[N:40]=[N:39][N:38]=3)[CH2:33][S:34][C@H:29]12)=[O:20])=[O:13])([CH3:8])([CH3:9])[CH3:10] |f:4.5|. Procedure: To a solution of phosphorus pentachloride (2.50 g) in methylene chloride (60 ml) was added 2-tert-butoxycarbonylmethoxyimino-2-(5-amino-1,2,4-thiadiazol-3-yl)acetic acid (syn isomer) (3.02 g) at -15° C. and the mixture was stirred for 45 minutes at -10° to -13° C. On the other hand, a mixture of 7-amino-3-[1-(2-propynyl)-1H-tetrazol-5-yl]thiomethyl-3-cephem-4-carboxylic acid (3.52 g) and trimethylsilylacetamide (10 g) in methylene chloride (50 ml) was warmed to make a clear solution and then coo...